From a dataset of the Open Reaction Database (ORD), a public repository of structured organic reaction records. describe an organic reaction: reactants, conditions, products, and yield The product is Cl.Cl.N1(CCCCC1)CCCC(=O)C1=CC=2CC3=CC(=CC=C3C2C=C1)C(CCCN1CCCCC1)=O (2,7-bis(4-piperidinobutyryl)fluorene dihydrochloride). Starting materials: N1(CCCCC1)CCCC(=O)C1=CC=2CC3=CC(=CC=C3C2C=C1)C(CCCN1CCCCC1)=O (2,7-bis(4-piperidinobutyryl)fluorene), Cl (HCl). Reaction SMILES: [N:1]1([CH2:7][CH2:8][CH2:9][C:10]([C:12]2[CH:24]=[CH:23][C:22]3[C:21]4[C:16](=[CH:17][C:18]([C:25](=[O:35])[CH2:26][CH2:27][CH2:28][N:29]5[CH2:34][CH2:33][CH2:32][CH2:31][CH2:30]5)=[CH:19][CH:20]=4)[CH2:15][C:14]=3[CH:13]=2)=[O:11])[CH2:6][CH2:5][CH2:4][CH2:3][CH2:2]1.[ClH:36]>>[ClH:36].[ClH:36].[N:1]1([CH2:7][CH2:8][CH2:9][C:10]([C:12]2[CH:24]=[CH:23][C:22]3[C:21]4[C:16](=[CH:17][C:18]([C:25](=[O:35])[CH2:26][CH2:27][CH2:28][N:29]5[CH2:30][CH2:31][CH2:32][CH2:33][CH2:34]5)=[CH:19][CH:20]=4)[CH2:15][C:14]=3[CH:13]=2)=[O:11])[CH2:6][CH2:5][CH2:4][CH2:3][CH2:2]1 |f:2.3.4|. Procedure details: By the procedure of Example 28, 2,7-bis(4-piperidinobutyryl)fluorene is prepared and dissolved in a chloroformbutanone mixture. The resulting solution is acidified with ethereal HCl, and the solid precipitate recrystallized three times from methanol-butanone to give 2,7-bis(4-piperidinobutyryl)fluorene dihydrochloride, M.P. 286°-288° C. As a reaction SMILES: CC(OC(=O)[NH:7][CH:8]([C:13]([NH:15][CH2:16][C:17]1[CH:18]=[N:19][CH:20]=[CH:21][CH:22]=1)=[O:14])[CH:9]([CH3:12])[CH2:10][CH3:11])(C)C.[F:24][C:25]([F:30])([F:29])[C:26]([OH:28])=[O:27]>>[F:24][C:25]([F:30])([F:29])[C:26]([OH:28])=[O:27].[NH2:7][CH:8]([CH:9]([CH3:12])[CH2:10][CH3:11])[C:13]([NH:15][CH2:16][C:17]1[CH:18]=[N:19][CH:20]=[CH:21][CH:22]=1)=[O:14] |f:2.3|. Procedure details: The title compound is prepared by the procedure of Example 2, using 2.0 g of product from Example 3 and 3.55 g of trifluoroacetic acid to give 3.6 g of the desired product as a tacky oil. Starting materials: CC(C)(C)OC(NC(C(CC)C)C(=O)NCC=1C=NC=CC1)=O ([2-Methyl-1-[[(3-pyridinylmethyl)amino]carbonyl]butyl]carbamic acid 1,1-dimethylethyl ester), FC(C(=O)O)(F)F (trifluoroacetic acid). The product is FC(C(=O)O)(F)F.NC(C(=O)NCC=1C=NC=CC1)C(CC)C (2-Amino-3-methyl-N-(3-pyridinylmethyl)pentanamide trifluoroacetate). The yield is 172.5%.